Dataset: the Open Reaction Database (ORD), a public repository of structured organic reaction records. Task: describe an organic reaction: reactants, conditions, products, and yield Reactants: C(C)(C)(C)OC(NCC1=C(C(=CC(=C1)N(C)CCOC)Cl)F)=O ({3-chloro-2-fluoro-5-[(2-methoxy-ethyl)-methyl-amino]-benzyl}-carbamic acid tert-butyl ester), Cl (HCl). Solvent: CO (MeOH), O1CCOCC1 (dioxane). Conditions: time 1 hour. Product: NCC=1C=C(C=C(C1F)Cl)N(C)CCOC ((3-Aminomethyl-5-chloro-4-fluoro-phenyl)-(2-methoxy-ethyl)-methyl-amine). Reaction SMILES: C(OC(=O)[NH:7][CH2:8][C:9]1[CH:14]=[C:13]([N:15]([CH2:17][CH2:18][O:19][CH3:20])[CH3:16])[CH:12]=[C:11]([Cl:21])[C:10]=1[F:22])(C)(C)C.Cl>CO.O1CCOCC1>[NH2:7][CH2:8][C:9]1[CH:14]=[C:13]([N:15]([CH2:17][CH2:18][O:19][CH3:20])[CH3:16])[CH:12]=[C:11]([Cl:21])[C:10]=1[F:22]. Procedure details: To a mixture of {3-chloro-2-fluoro-5-[(2-methoxy-ethyl)-methyl-amino]-benzyl}-carbamic acid tert-butyl ester (60 mg, 0.17 mmol) in MeOH (2 mL) was added a solution of 4N HCl in dioxane (2 mL). The reaction mixture was stirred for 1 h at ambient temperature and the solvent was removed in vacuo to give the title compound. MS (LC/MS): 247.0 [M]+. tR (HPLC conditions c): 3.15 min. Starting materials: Cl(=O)[O-].[Na+] (sodium chlorite), IC1=CC=C(C=C1)C(C=O)C (2-(4-iodophenyl)propionaldehyde), S(N)(O)(=O)=O (sulfamic acid), S(=O)(O)[O-].[Na+] (sodium hydrogensulfite). Solvent: O (water), C(CCl)Cl (ethylene chloride), O (water). Run at time 10 minute. The product is IC1=CC=C(C=C1)C(C(=O)O)C (2-(4-iodophenyl)propionic acid). The yield is 94.2%. RXN SMILES: [I:1][C:2]1[CH:7]=[CH:6][C:5]([CH:8]([CH3:11])[CH:9]=[O:10])=[CH:4][CH:3]=1.S(=O)(=O)([OH:14])N.Cl([O-])=O.[Na+].S([O-])(O)=O.[Na+]>C(Cl)CCl.O>[I:1][C:2]1[CH:3]=[CH:4][C:5]([CH:8]([CH3:11])[C:9]([OH:14])=[O:10])=[CH:6][CH:7]=1 |f:2.3,4.5|. Reported procedure: To a solution of 34 g of 2-(4-iodophenyl)propionaldehyde in 100 ml of ethylene chloride was added a solution of 16.5 g of sulfamic acid in 85 ml of water. To the mixture was added dropwise with stirring a solution of 15.2 g of sodium chlorite in 22 ml of water, while maintaining the temperature at 10° to 15° C. After stirring for 10 minutes, about 15 g of sodium hydrogensulfite was added in small portions to the mixture. The organic layer was separated, washed with water, and mixed with 150 ml o... The reactants are Cc1nc2ccccc2n1-c1nc(N2CCOCC2)c2nc(CC3CN(C(=O)OC(C)(C)C)C3)n(C)c2n1, ClCCl, O=C(O)C(F)(F)F. Yields the product Cc1nc2ccccc2n1-c1nc(N2CCOCC2)c2nc(CC3CNC3)n(C)c2n1. Reaction SMILES: [C:1]([O:2][C:3](=[O:4])[N:8]1[CH2:9][CH:10]([CH2:12][c:13]2[n:14]([CH3:38])[c:15]3[n:16][c:17](-[n:28]4[c:29]([CH3:37])[n:30][c:31]5[c:32]4[cH:33][cH:34][cH:35][cH:36]5)[n:18][c:19]([N:22]4[CH2:23][CH2:24][O:25][CH2:26][CH2:27]4)[c:20]3[n:21]2)[CH2:11]1)([CH3:5])([CH3:6])[CH3:7].[Cl:46][CH2:47][Cl:48].[F:39][C:40]([F:41])([F:42])[C:43]([OH:44])=[O:45]>>[NH:8]1[CH2:9][CH:10]([CH2:12][c:13]2[n:14]([CH3:38])[c:15]3[n:16][c:17](-[n:28]4[c:29]([CH3:37])[n:30][c:31]5[c:32]4[cH:33][cH:34][cH:35][cH:36]5)[n:18][c:19]([N:22]4[CH2:23][CH2:24][O:25][CH2:26][CH2:27]4)[c:20]3[n:21]2)[CH2:11]1. The reactants are ClC1=NC=CC(=N1)C1=C(N=C(S1)C(C)(C)C)C=1C(=C(C=CC1)NS(=O)(=O)C1=CC=NN1C)F (N-{3-[5-(2-Chloro-4-pyrimidinyl)-2-(1,1-dimethylethyl)-1,3-thiazol-4-yl]-2-fluorophenyl}-1-methyl-1H-pyrazole-5-sulfonamide), [OH-].[NH4+] (ammonium hydroxide), Cl (HCl). Run in CCOC(=O)C (EtOAc). Yields the product Cl.NC1=NC=CC(=N1)C1=C(N=C(S1)C(C)(C)C)C=1C(=C(C=CC1)NS(=O)(=O)C1=CC=NN1C)F (N-{3-[5-(2-amino-4-pyrimidinyl)-2-(1,1-dimethylethyl)-1,3-thiazol-4-yl]-2-fluorophenyl}-1-methyl-1H-pyrazole-5-sulfonamide hydrochloride). Reaction SMILES: [Cl:1][C:2]1[N:7]=[C:6]([C:8]2[S:12][C:11]([C:13]([CH3:16])([CH3:15])[CH3:14])=[N:10][C:9]=2[C:17]2[C:18]([F:33])=[C:19]([NH:23][S:24]([C:27]3[N:31]([CH3:32])[N:30]=[CH:29][CH:28]=3)(=[O:26])=[O:25])[CH:20]=[CH:21][CH:22]=2)[CH:5]=[CH:4][N:3]=1.[OH-].[NH4+:35].Cl>CCOC(C)=O>[ClH:1].[NH2:35][C:2]1[N:7]=[C:6]([C:8]2[S:12][C:11]([C:13]([CH3:16])([CH3:15])[CH3:14])=[N:10][C:9]=2[C:17]2[C:18]([F:33])=[C:19]([NH:23][S:24]([C:27]3[N:31]([CH3:32])[N:30]=[CH:29][CH:28]=3)(=[O:26])=[O:25])[CH:20]=[CH:21][CH:22]=2)[CH:5]=[CH:4][N:3]=1 |f:1.2,5.6|. Procedure: N-{3-[5-(2-Chloro-4-pyrimidinyl)-2-(1,1-dimethylethyl)-1,3-thiazol-4-yl]-2-fluorophenyl}-1-methyl-1H-pyrazole-5-sulfonamide (530 mg, 1.04 mmol) and ammonium hydroxide (26%, 15 ml) was heated in a steal reactor to 100° C. for 3 h. The reaction mixture was cooled and concentrated under reduced pressure, the residue was dissolved in methanol, and purified by Pre-HPLC (A=10 m MNH4HCO3/H2O, B=Acetonitrile), then the white solid obtained was dissolved in EtOAc, treated with HCl (g) for 30 min. The mix...